Dataset: the Open Reaction Database (ORD), a public repository of structured organic reaction records. Task: describe an organic reaction: reactants, conditions, products, and yield Starting materials: [Li+].CC(C)[N-]C(C)C (LDA), C(=O)(OC)C1CN2C(C3=C(C1)C=CC=C3)=C(C=3C=CC(=CC32)C(=O)OC)C3CCCCC3 (methyl (±)-6-carbomethoxy-13-cyclohexyl-6,7-dihydro-5H-indolo[2,1-a][2]benzazepine-10-carboxylate), C1=CC=C(C=C1)S(=O)(=O)N(F)S(=O)(=O)C2=CC=CC=C2 (N-fluorobenzenesulfonimide). Solvent: C1CCOC1 (THF), C1CCOC1 (THF). Conditions: temperature -0 celsius, time 15 minute. Yields the product C1(CCCCC1)C=1C=2C=CC(=CC2N2C1C1=C(CC(C2)(F)C(=O)OC)C=CC=C1)C(=O)OC (Methyl (±)-13-cyclohexyl-6,7-dihydro-6-carbomethoxy-6-fluoro-5H-indolo[2,1-a][2]benzazepine-10-carboxylate). The yield is 29.0%. RXN SMILES: [Li+].CC([N-]C(C)C)C.[C:9]([CH:13]1[CH2:19][C:18]2[CH:20]=[CH:21][CH:22]=[CH:23][C:17]=2[C:16]2=[C:24]([CH:35]3[CH2:40][CH2:39][CH2:38][CH2:37][CH2:36]3)[C:25]3[CH:26]=[CH:27][C:28]([C:31]([O:33][CH3:34])=[O:32])=[CH:29][C:30]=3[N:15]2[CH2:14]1)([O:11][CH3:12])=[O:10].C1C=CC(S(N(S(C2C=CC=CC=2)(=O)=O)[F:51])(=O)=O)=CC=1>C1COCC1>[CH:35]1([C:24]2[C:25]3[CH:26]=[CH:27][C:28]([C:31]([O:33][CH3:34])=[O:32])=[CH:29][C:30]=3[N:15]3[CH2:14][C:13]([C:9]([O:11][CH3:12])=[O:10])([F:51])[CH2:19][C:18]4[CH:20]=[CH:21][CH:22]=[CH:23][C:17]=4[C:16]=23)[CH2:40][CH2:39][CH2:38][CH2:37][CH2:36]1 |f:0.1|. Procedure: A solution of LDA in THF (0.7 mL of 0.5 N, 0.35 mmol) was added to a solution of methyl (±)-6-carbomethoxy-13-cyclohexyl-6,7-dihydro-5H-indolo[2,1-a][2]benzazepine-10-carboxylate (100 mg, 0.23 mmol) in THF (1 mL) at −78° C. Stirring was continued at −78° C. for 15 min and N-fluorobenzenesulfonimide (110 mg, 0.35 mmol) was added in one portion. The mixture was then slowly warmed to −0° C. and Stirring was continued for 1 hr at 0° C. The solution was quenched with MeOH. The solution was extracted ...